This data is from the Open Reaction Database (ORD), a public repository of structured organic reaction records. The task is: describe an organic reaction: reactants, conditions, products, and yield Starting materials: Cc1c(C(=O)O)oc2ccccc12, COC(=O)c1ccc(N)cc1OC. The reagents and catalysts are CCN=C=NCCCN(C)C.Cl (EDC-HCl). The solvent is CN(C)C=O (DMF), CN(C)C=O (DMF), CN(C)C=O (DMF), CN(C)C=O (DMF), CN(C)C=O (DMF), CN(C)C=O (DMF). Conditions: temperature 25 celsius, time 2 hour. Product: COC(=O)c1ccc(NC(=O)c2oc3ccccc3c2C)cc1OC. The yield is 7.9%. RXN SMILES: COC(=O)c1ccc(N)cc1OC.Cc1c(C(=O)O)oc2ccccc12.CCN=C=NCCCN(C)C.Cl.CN(C)C=O>>COC(=O)c1ccc(NC(=O)c2oc3ccccc3c2C)cc1OC. The reactants are C(C1=CC=CC=C1)OC(=O)NCCC[C@H](NC(=O)OC(C)(C)C)C(=O)O ((S)-N5-(benzyloxycarbonyl)-N2-(tert-butyloxycarbonyl)-ornithine), CC(C)S(=O)(=O)Cl (2-propanesulphonyl chloride), N1CCCC1 (pyrrolidine). The product is Cl.N[C@@H](CCCNS(=O)(=O)C(C)C)C(N1CCCC1)=O ((S)-N-[4-Amino-5-oxo-5-(1-pyrrolidinyl)-pentyl]-2-propanesulphonamide Hydrochloride). As a reaction SMILES: C(OC([NH:11][CH2:12][CH2:13][CH2:14][C@@H:15]([C:24]([OH:26])=O)[NH:16]C(OC(C)(C)C)=O)=O)C1C=CC=CC=1.[CH3:27][CH:28]([S:30]([Cl:33])(=[O:32])=[O:31])[CH3:29].[NH:34]1[CH2:38][CH2:37][CH2:36][CH2:35]1>>[ClH:33].[NH2:16][C@H:15]([C:24](=[O:26])[N:34]1[CH2:38][CH2:37][CH2:36][CH2:35]1)[CH2:14][CH2:13][CH2:12][NH:11][S:30]([CH:28]([CH3:29])[CH3:27])(=[O:32])=[O:31] |f:3.4|. Procedure: Starting from (S)-N5-(benzyloxycarbonyl)-N2-(tert-butyloxycarbonyl)-ornithine, 2-propanesulphonyl chloride and pyrrolidine, the expected product is obtained according to the procedure described in Example 3. Starting materials: CCOC(=O)c1cc(-c2ccc([N+](=O)[O-])cc2)cnc1C, CCO, [Fe], O. The product is CCOC(=O)c1cc(-c2ccc(N)cc2)cnc1C. As a reaction SMILES: [CH2:1]([CH3:2])[O:3][C:4](=[O:5])[c:6]1[c:7]([CH3:21])[n:8][cH:9][c:10](-[c:12]2[cH:13][cH:14][c:15]([N+:18]([O-:19])=[O:20])[cH:16][cH:17]2)[cH:11]1.[CH3:23][CH2:24][OH:25].[Fe:26].[OH2:22]>>[CH2:1]([CH3:2])[O:3][C:4](=[O:5])[c:6]1[c:7]([CH3:21])[n:8][cH:9][c:10](-[c:12]2[cH:13][cH:14][c:15]([NH2:18])[cH:16][cH:17]2)[cH:11]1. Starting materials: NC1=NC(=C2N=CNC2=N1)Cl (2-Amino-6-chloro-9H-purine), Purine nucleoside, [C@@H]1(C[C@H](O)[C@@H](CO)O1)N1C(=O)NC(=O)C(C)=C1 (thymidine), F[C@H]1C[C@@H](O[C@@H]1CO)N1C(=O)NC(=O)C=C1 (2',3'-dideoxy-3'-fluorouridine), [N-]=[N+]=[N-].[K+] (potassium azide). Run in P(=O)([O-])([O-])[O-].[K+].[K+].[K+] (potassium phosphate). Run at temperature 45 celsius, time 2 day. The product is NC1=NC(=C2N=CN(C2=N1)[C@H]1C[C@@H]([C@H](O1)CO)F)Cl (2-amino-6-chloro-9-(2,3-dideoxy-3-fluoro-β-D-erythro-pentofuranosyl)-purine). Isolated yield 23.7%. Reaction SMILES: [NH2:1][C:2]1[N:10]=[C:9]2[C:5]([N:6]=[CH:7][NH:8]2)=[C:4]([Cl:11])[N:3]=1.[F:12][C@@H:13]1[C@@H:17]([CH2:18][OH:19])[O:16][C@@H:15](N2C=CC(=O)NC2=O)[CH2:14]1.[N-]=[N+]=[N-].[K+].[C@@H]1(N2C=C(C)C(=O)NC2=O)O[C@H](CO)[C@@H](O)C1>P([O-])([O-])([O-])=O.[K+].[K+].[K+]>[NH2:1][C:2]1[N:10]=[C:9]2[C:5]([N:6]=[CH:7][N:8]2[C@@H:15]2[O:16][C@H:17]([CH2:18][OH:19])[C@@H:13]([F:12])[CH2:14]2)=[C:4]([Cl:11])[N:3]=1 |f:2.3,5.6.7.8|. Reported procedure: 2-Amino-6-chloro-9H-purine (0.48 g, 2.8 mmoles), (Aldrich Chemical Company, Milwaukee, Wis.) and 2',3'-dideoxy-3'-fluorouridine (0.50 g, 2.2 mmoles) were suspended in 50 ml 10 mM potassium phosphate buffer, pH 7.0, containing 0.04% potassium azide. Purine nucleoside phosphorylase (1120 I.U.) and thymidine phosphorylase (10,000 I.U.) (Krenitsky, et al., Biochemistry, 20, 3615, 1981 and U.S. Pat. No. 4,381,344) immobilized on DEAE cellulose was added and the suspension was stirred at 45° C. After ...